This data is from the Open Reaction Database (ORD), a public repository of structured organic reaction records. The task is: describe an organic reaction: reactants, conditions, products, and yield The reactants are Cl.Cl.NC1=CC(=C(C(=O)NCC2CCNCC2)C=C1Cl)OC (4-Amino-5-chloro-2-methoxy-N-(piperidin-4-ylmethyl)benzamide dihydrochloride), C([O-])([O-])=O.[K+].[K+] (potassium carbonate), BrCCCCCC(=O)C1=C(C=C(C=C1)Cl)Cl (6-bromo-1-(2,4-dichlorophenyl)-1-hexanone). Yields the product NC1=CC(=C(C(=O)NCC2CCN(CC2)CCCCCC(=O)C2=C(C=C(C=C2)Cl)Cl)C=C1Cl)OC (4-amino-5-chloro-N-((1-(6-(2,4-dichlorophenyl)-6-oxohexyl)piperidin-4-yl)-methyl)-2-methoxybenzamide). The yield is 32.9%. RXN SMILES: Cl.Cl.[NH2:3][C:4]1[C:19]([Cl:20])=[CH:18][C:7]([C:8]([NH:10][CH2:11][CH:12]2[CH2:17][CH2:16][NH:15][CH2:14][CH2:13]2)=[O:9])=[C:6]([O:21][CH3:22])[CH:5]=1.C(=O)([O-])[O-].[K+].[K+].Br[CH2:30][CH2:31][CH2:32][CH2:33][CH2:34][C:35]([C:37]1[CH:42]=[CH:41][C:40]([Cl:43])=[CH:39][C:38]=1[Cl:44])=[O:36]>>[NH2:3][C:4]1[C:19]([Cl:20])=[CH:18][C:7]([C:8]([NH:10][CH2:11][CH:12]2[CH2:13][CH2:14][N:15]([CH2:30][CH2:31][CH2:32][CH2:33][CH2:34][C:35]([C:37]3[CH:42]=[CH:41][C:40]([Cl:43])=[CH:39][C:38]=3[Cl:44])=[O:36])[CH2:16][CH2:17]2)=[O:9])=[C:6]([O:21][CH3:22])[CH:5]=1 |f:0.1.2,3.4.5|. Reported procedure: 4-Amino-5-chloro-2-methoxy-N-(piperidin-4-ylmethyl)benzamide dihydrochloride (0.23 g) as starting compound, potassium carbonate (0.34 g) and 6-bromo-1-(2,4-dichlorophenyl)-1-hexanone (0.20 g) were reacted and treated in the same manner as in Example 172 to give 0.11 g of 4-amino-5-chloro-N-((1-(6-(2,4-dichlorophenyl)-6-oxohexyl)piperidin-4-yl)-methyl)-2-methoxybenzamide. The reactants are [Li]CCCC, CCOCC, CC(C)N(CCC(c1ccccc1)c1cc(Br)ccc1OCc1ccccc1)C(C)C, [Cl-], [NH4+], CN(C)C=O, O. The product is CC(C)N(CCC(c1ccccc1)c1cc(C=O)ccc1OCc1ccccc1)C(C)C. Reaction SMILES: [CH3:1][CH2:2][CH2:3][CH2:4][Li:5].[CH3:44][CH2:45][O:46][CH2:47][CH3:48].[CH:6]([CH3:7])([CH3:8])[N:9]([CH2:10][CH2:11][CH:12]([c:13]1[cH:14][cH:15][cH:16][cH:17][cH:18]1)[c:19]1[c:20]([O:26][CH2:27][c:28]2[cH:29][cH:30][cH:31][cH:32][cH:33]2)[cH:21][cH:22][c:23]([Br:25])[cH:24]1)[CH:34]([CH3:35])[CH3:36].[Cl-:42].[NH4+:43].[O:37]=[CH:38][N:39]([CH3:40])[CH3:41].[OH2:49]>>[CH:6]([CH3:7])([CH3:8])[N:9]([CH2:10][CH2:11][CH:12]([c:13]1[cH:14][cH:15][cH:16][cH:17][cH:18]1)[c:19]1[c:20]([O:26][CH2:27][c:28]2[cH:29][cH:30][cH:31][cH:32][cH:33]2)[cH:21][cH:22][c:23]([CH:38]=[O:37])[cH:24]1)[CH:34]([CH3:35])[CH3:36].